Dataset: the Open Reaction Database (ORD), a public repository of structured organic reaction records. Task: describe an organic reaction: reactants, conditions, products, and yield Starting materials: C(C(=O)Cl)(=O)Cl (oxalyl chloride), Cl (hydrochloric acid), CS(=O)C (dimethylsulphoxide), benzyl ester, OCCCC1CCN(CC1)C(=O)O (4-(3-hydroxypropyl)piperidinecarboxylic acid). The solvent is ClCCl (DCM), ClCCl (dichloromethane), ClCCl (DCM), C(C)N(CC)CC (triethylamine). Reaction conditions: temperature -60 celsius, time 10 minute. Product: O=CCCC1CCN(CC1)C(=O)OCC1=CC=CC=C1 (4-(3-oxopropyl)-1-piperidinecarboxylic acid, phenylmethyl ester). Yield: 83.0%. As a reaction SMILES: CS(C)=O.[C:5](Cl)(=[O:9])[C:6](Cl)=O.[OH:11][CH2:12][CH2:13][CH2:14][CH:15]1[CH2:20][CH2:19][N:18]([C:21]([OH:23])=O)[CH2:17][CH2:16]1.Cl>ClCCl.C(N(CC)CC)C>[O:11]=[CH:12][CH2:13][CH2:14][CH:15]1[CH2:16][CH2:17][N:18]([C:21]([O:9][CH2:5][C:6]2[CH:16]=[CH:15][CH:14]=[CH:13][CH:12]=2)=[O:23])[CH2:19][CH2:20]1. Procedure details: 0.81 ml of dimethylsulphoxide in solution in 10 ml of dichloromethane (DCM) is cooled to −50° C. and 0.42 ml (4.8 mM) of oxalyl chloride in solution in 1.5 ml of DCM are added. The mixture is agitated for 10 minutes at −60° C. are then, at this temperature, 1.21 g (4.4 mM) of the benzyl ester of 4-(3-hydroxypropyl)piperidinecarboxylic acid in solution in 6 ml of DCM are added dropwise. The reaction mixture is agitated for 30 minutes at −50° C. and 3 ml of triethylamine are then added dropwise an... Starting materials: CCOc1cc(C(CC(=O)O)N2Cc3ccccc3C2=O)ccc1OC, NOCc1ccccc1, Cl, C1CCOC1. The product is CCOc1cc(C(CC(=O)NOCc2ccccc2)N2Cc3ccccc3C2=O)ccc1OC. RXN SMILES: [CH2:1]([CH3:2])[O:3][c:4]1[cH:5][c:6]([CH:12]([CH2:13][C:14](=[O:15])[OH:16])[N:17]2[C:18](=[O:26])[c:19]3[cH:20][cH:21][cH:22][cH:23][c:24]3[CH2:25]2)[cH:7][cH:8][c:9]1[O:10][CH3:11].[CH2:28]([c:29]1[cH:30][cH:31][cH:32][cH:33][cH:34]1)[O:35][NH2:36].[ClH:27].[O:37]1[CH2:38][CH2:39][CH2:40][CH2:41]1>>[CH2:1]([CH3:2])[O:3][c:4]1[cH:5][c:6]([CH:12]([CH2:13][C:14](=[O:15])[NH:36][O:35][CH2:28][c:29]2[cH:30][cH:31][cH:32][cH:33][cH:34]2)[N:17]2[C:18](=[O:26])[c:19]3[cH:20][cH:21][cH:22][cH:23][c:24]3[CH2:25]2)[cH:7][cH:8][c:9]1[O:10][CH3:11]. Starting materials: C(C)OC(=O)C1=C(SC=C1C1=CC=CC=C1)N (2-amino-4-phenylthiophene-3-carboxylic acid ethyl ester), C1(C=2C(C(=O)O1)=CC=CC2)=O (phthalic anhydride). Run in C(C)(=O)O (acetic acid). Yields the product C(C)OC(=O)C1=C(SC=C1C1=CC=CC=C1)N1C(C2=CC=CC=C2C1=O)=O (2-(1,3-Dioxo-1,3-dihydroisoindol-2-yl)-4-phenyl-thiophene-3-carboxylic acid ethyl ester). The yield is 70.0%. RXN SMILES: [CH2:1]([O:3][C:4]([C:6]1[C:10]([C:11]2[CH:16]=[CH:15][CH:14]=[CH:13][CH:12]=2)=[CH:9][S:8][C:7]=1[NH2:17])=[O:5])[CH3:2].[C:18]1(=O)[O:23][C:21](=[O:22])[C:20]2=[CH:24][CH:25]=[CH:26][CH:27]=[C:19]12>C(O)(=O)C>[CH2:1]([O:3][C:4]([C:6]1[C:10]([C:11]2[CH:16]=[CH:15][CH:14]=[CH:13][CH:12]=2)=[CH:9][S:8][C:7]=1[N:17]1[C:21](=[O:22])[C:20]2[C:19](=[CH:27][CH:26]=[CH:25][CH:24]=2)[C:18]1=[O:23])=[O:5])[CH3:2]. Reported procedure: A mixture of 2-amino-4-phenylthiophene-3-carboxylic acid ethyl ester (2 mmol, Example 1, Part B) and phthalic anhydride (2.2 mmol) in glacial acetic acid (20 mL) was heated at reflux overnight. After cooling to room temperature, the acetic acid was removed in vacuo and the residue triturated with petroleum ether. The crude product was collected by filtration, suspended in acetyl chloride (5 mL), and heated to reflux for one hour. After removing the solvent in vacuo the residue was dissolved in e... Reactants: C(C)=NO (acetaldoxime), N(=O)[O-].[Na+] (sodium nitrite), diazonium salt, NC=1C=C(C=CC1)C(F)(F)F (3-aminobenzotrifluoride), Cl (hydrochloric acid). Reagents/catalysts: O.S(=O)(=O)([O-])[O-].[Cu+2] (copper sulphate hydrate). Solvent: O (water), O (water), O (water). Run at temperature -7.5 celsius, time 1 hour. Product: CC(=O)C1=CC(=CC=C1)C(F)(F)F (3-trifluoromethylacetophenone). Yield: 51.8%. Reaction SMILES: Cl.N[C:3]1[CH:4]=[C:5]([C:9]([F:12])([F:11])[F:10])[CH:6]=[CH:7][CH:8]=1.N([O-])=[O:14].[Na+].[CH:17](=NO)[CH3:18]>O.O.S([O-])([O-])(=O)=O.[Cu+2]>[CH3:18][C:17]([C:3]1[CH:8]=[CH:7][CH:6]=[C:5]([C:9]([F:12])([F:11])[F:10])[CH:4]=1)=[O:14] |f:2.3,6.7.8|. Procedure details: Under nitrogen, 1290 g of water and 740 g of hydrochloric acid (30% by weight strength) were initially charged and cooled to from −10 to −5° C. At below −5° C., 334 g of 3-aminobenzotrifluoride were then metered in (content 99.9%). 149 g of sodium nitrite were dissolved in 690 g of water and metered in at below 0° C. over the course of 2 hours. The mixture was then stirred for another 1 hour. Under nitrogen, an initial charge of 24 g of copper sulphate hydrate, 73 g of water and 183 g of acetald... Starting materials: C=O (paraformaldehyde), NN(C(OC)=O)CCO (methyl N-amino-N-2-hydroxyethylcarbamate), S(=O)(=O)([O-])[O-].[Mg+2] (magnesium sulfate), C1(=CC=C(C=C1)S(=O)(=O)O)C (p-toluenesulfonic acid). Solvent: C(Cl)Cl (methylene chloride). Run at temperature 42 celsius, time 21 hour. Product: O1CNN(CC1)C(=O)OC (Methyl Tetrahydro-4H-1,3,4-oxadiazine-4-carboxylate). Yield: 85.8%. Reaction SMILES: C=O.[NH2:3][N:4]([CH2:9][CH2:10][OH:11])[C:5](=[O:8])[O:6][CH3:7].[C:12]1(C)C=CC(S(O)(=O)=O)=CC=1.S([O-])([O-])(=O)=O.[Mg+2]>C(Cl)Cl>[O:11]1[CH2:10][CH2:9][N:4]([C:5]([O:6][CH3:7])=[O:8])[NH:3][CH2:12]1 |f:3.4|. Procedure: At 22° C., 22.4 g (0.746 mol) of paraformaldehyde were added with stirring, over a period of 2 min to a mixture of 100 g (0.746 mol) of methyl N-amino-N-2-hydroxyethylcarbamate in 1500 ml of methylene chloride. After addition of 8.5 g (0.045 mol) of p-toluenesulfonic acid, the mixture was stirred at 42° C. for 21 h, until the precipitate had dissolved, and was then cooled to 20° C., and magnesium sulfate was added. The mixture was filtered and the filtrate was concentrated under reduced pressure... The reactants are C1CCCCC1, Cc1ccc(S(=O)(=O)CC2CCC(=O)N2Cc2ccccc2)cc1, CC(C)=O, [I-], [Na+]. Yields the product O=C1CCC(CI)N1Cc1ccccc1. As a reaction SMILES: [CH2:31]1[CH2:32][CH2:33][CH2:34][CH2:35][CH2:36]1.[CH3:1][c:2]1[cH:3][cH:4][c:5]([S:6](=[O:7])(=[O:8])[CH2:11][CH:12]2[CH2:13][CH2:14][C:15](=[O:24])[N:16]2[CH2:17][c:18]2[cH:19][cH:20][cH:21][cH:22][cH:23]2)[cH:9][cH:10]1.[CH3:27][C:28](=[O:29])[CH3:30].[I-:26].[Na+:25]>>[CH2:11]([CH:12]1[CH2:13][CH2:14][C:15](=[O:24])[N:16]1[CH2:17][c:18]1[cH:19][cH:20][cH:21][cH:22][cH:23]1)[I:26]. Starting materials: CO, COC(=O)c1cc(OC2CCCC2)c(OC)cn1, [K+], [OH-], O. Product: COc1cnc(C(=O)O)cc1OC1CCCC1. Reaction SMILES: [CH3:22][OH:23].[CH:3]1([O:8][c:9]2[cH:10][c:11]([C:17](=[O:18])[O:19][CH3:20])[n:12][cH:13][c:14]2[O:15][CH3:16])[CH2:4][CH2:5][CH2:6][CH2:7]1.[K+:2].[OH-:1].[OH2:21]>>[CH:3]1([O:8][c:9]2[cH:10][c:11]([C:17](=[O:18])[OH:19])[n:12][cH:13][c:14]2[O:15][CH3:16])[CH2:4][CH2:5][CH2:6][CH2:7]1.